This data is from the Open Reaction Database (ORD), a public repository of structured organic reaction records. The task is: describe an organic reaction: reactants, conditions, products, and yield Reactants: N#Cc1ccccc1-c1ccc(CBr)cc1, CCc1nc2c(C)cc(C)nc2[nH]1, [H-], [Na+], CN(C)C=O. Yields the product CCc1nc2c(C)cc(C)nc2n1Cc1ccc(-c2ccccc2C#N)cc1. As a reaction SMILES: [Br:16][CH2:17][c:18]1[cH:19][cH:20][c:21](-[c:24]2[c:25]([C:30]#[N:31])[cH:26][cH:27][cH:28][cH:29]2)[cH:22][cH:23]1.[CH3:3][c:4]1[cH:5][c:6]([CH3:15])[c:7]2[c:8]([n:9]1)[nH:10][c:11]([CH2:13][CH3:14])[n:12]2.[H-:2].[Na+:1].[O:32]=[CH:33][N:34]([CH3:35])[CH3:36]>>[CH3:3][c:4]1[cH:5][c:6]([CH3:15])[c:7]2[c:8]([n:9]1)[n:10]([CH2:17][c:18]1[cH:19][cH:20][c:21](-[c:24]3[c:25]([C:30]#[N:31])[cH:26][cH:27][cH:28][cH:29]3)[cH:22][cH:23]1)[c:11]([CH2:13][CH3:14])[n:12]2. The reagents and catalysts are C(F)(F)(F)S(=O)(=O)[O-].C(F)(F)(F)S(=O)(=O)[O-].[Cu+2] (Cu(OTf)2). Starting materials: CO (MeOH), CC1=C(C=O)C(=CC(=C1)OCC1=NN=NN1)C (2,6-dimethyl-4-(1H-tetrazol-5-yl-methoxy)-benzaldehyde), NC=1C=C(C(=O)NC2=CC(=C(C=C2)C)C)C=CC1N (3,4-diamino-N-(3,4-dimethyl-phenyl)-benzamide), C(F)(F)(F)S(=O)(=O)[O-].C(F)(F)(F)S(=O)(=O)[O-].C(F)(F)(F)S(=O)(=O)[O-].[Yb+3] (Yb(OTf)3). Product: CC=1C=C(C=CC1C)NC(=O)C1=CC2=C(N=C(N2)C2=C(C=C(C=C2C)OCC2=NN=NN2)C)C=C1 (2-[2,6-dimethyl-4-(1H-tetrazol-5-yl-methoxy)-phenyl]-3H-benzoimidazole-5-carboxylic acid (3,4-dimethyl-phenyl)-amide). Procedure: To a solution of 2,6-dimethyl-4-(1H-tetrazol-5-yl-methoxy)-benzaldehyde (50 mg) in DMSO (1 mL) were added 3,4-diamino-N-(3,4-dimethyl-phenyl)-benzamide (55 mg), Yb(OTf)3 (13 mg), and Cu(OTf)2 (8 mg). The reaction mixture was stirred in open air at ambient temperature overnight. The mixture was then diluted by MeOH and the whole was loaded onto a solid phase extraction (SPE) cartridge that contained strong cation exchange (SCX) (1 g media in 6 mL cartridge, United Chemical Technology). Wash-to-wa... Run in CS(=O)C (DMSO). Reaction SMILES: [CH3:1][C:2]1[CH:9]=[C:8]([O:10][CH2:11][C:12]2[NH:16][N:15]=[N:14][N:13]=2)[CH:7]=[C:6]([CH3:17])[C:3]=1[CH:4]=O.[NH2:18][C:19]1[CH:20]=[C:21]([CH:33]=[CH:34][C:35]=1[NH2:36])[C:22]([NH:24][C:25]1[CH:30]=[CH:29][C:28]([CH3:31])=[C:27]([CH3:32])[CH:26]=1)=[O:23].C(S([O-])(=O)=O)(F)(F)F.C(S([O-])(=O)=O)(F)(F)F.C(S([O-])(=O)=O)(F)(F)F.[Yb+3].CO>CS(C)=O.C(S([O-])(=O)=O)(F)(F)F.C(S([O-])(=O)=O)(F)(F)F.[Cu+2]>[CH3:32][C:27]1[CH:26]=[C:25]([NH:24][C:22]([C:21]2[CH:33]=[CH:34][C:35]3[N:36]=[C:4]([C:3]4[C:2]([CH3:1])=[CH:9][C:8]([O:10][CH2:11][C:12]5[NH:16][N:15]=[N:14][N:13]=5)=[CH:7][C:6]=4[CH3:17])[NH:18][C:19]=3[CH:20]=2)=[O:23])[CH:30]=[CH:29][C:28]=1[CH3:31] |f:2.3.4.5,8.9.10|. Conditions: time 8 hour. Starting materials: COC1=CC=C(C=C1C1=CC=C(C=C1)OC)CNC(C)C1=CC=NC2=CC=CC=C12 ((6,4′-dimethoxy-biphenyl-3-ylmethyl)-(1-quinolin-4-yl-ethyl)-amine), CN1C=CC2=C(C=CC=C12)C(C)N (1-(1-Methyl-1H-indol-4-yl)-ethylamine), COC1=CC=C(C=C1C1=CC=C(C=C1)OC)C=O (6,4′-Dimethoxy-biphenyl-3-carbaldehyde), C(#N)[BH3-].[Na+] (sodium cyanoborohydride). Yields the product COC1=CC=C(C=C1C1=CC=C(C=C1)OC)CNC(C)C1=C2C=CN(C2=CC=C1)C ((6,4′-Dimethoxy-biphenyl-3-ylmethyl)-[1-(1-methyl-1H-indol-4-yl)-ethyl]-amine). Yield: 74.0%. RXN SMILES: [CH3:1][O:2][C:3]1[C:8]([C:9]2[CH:14]=[CH:13][C:12]([O:15][CH3:16])=[CH:11][CH:10]=2)=[CH:7][C:6]([CH2:17][NH:18][CH:19]([C:21]2[C:30]3[C:25](=[CH:26][CH:27]=[CH:28][CH:29]=3)[N:24]=[CH:23][CH:22]=2)[CH3:20])=[CH:5][CH:4]=1.CN1C2C(=C(C(N)C)C=CC=2)C=C1.COC1C(C2C=CC(OC)=CC=2)=CC(C=O)=CC=1.C([BH3-])#N.[Na+]>>[CH3:1][O:2][C:3]1[C:8]([C:9]2[CH:14]=[CH:13][C:12]([O:15][CH3:16])=[CH:11][CH:10]=2)=[CH:7][C:6]([CH2:17][NH:18][CH:19]([C:21]2[CH:22]=[CH:27][CH:26]=[C:25]3[C:30]=2[CH:29]=[CH:28][N:24]3[CH3:23])[CH3:20])=[CH:5][CH:4]=1 |f:3.4|. Reported procedure: The title compound was prepared by the same procedure for (6,4′-dimethoxy-biphenyl-3-ylmethyl)-(1-quinolin-4-yl-ethyl)-amine from 1-(1-Methyl-1H-indol-4-yl)-ethylamine (522 mg, 3.0 mmol), 6,4′-Dimethoxy-biphenyl-3-carbaldehyde (242 mg, 1.0 mmol) and sodium cyanoborohydride (1.0 g, 16 mmol, Aldrich). The title compound was purified by column chromatography (silica gel, hexane/ethyl acetate 3/2) in form as white solid in 74% yield (296 mg, 0.74 mmol). Starting materials: O=C([O-])[O-], CCOc1ccccc1O, CCOc1ccccc1OCCN, CC(C)=O, N#CCCl, [K+], [K+]. The product is CCOc1ccccc1OCC#N. Reaction SMILES: [C:28](=[O:29])([O-:30])[O-:31].[CH2:14]([O:15][c:16]1[cH:17][cH:18][cH:19][cH:20][c:21]1[OH:22])[CH3:23].[CH2:1]([CH3:2])[O:3][c:4]1[c:5]([O:6][CH2:7][CH2:8][NH2:9])[cH:10][cH:11][cH:12][cH:13]1.[CH3:34][C:35](=[O:36])[CH3:37].[Cl:24][CH2:25][C:26]#[N:27].[K+:32].[K+:33]>>[CH2:1]([CH3:2])[O:3][c:4]1[c:5]([O:6][CH2:7][C:8]#[N:9])[cH:10][cH:11][cH:12][cH:13]1. The product is ClC1=CC=C2C=CC(=NC2=C1)COC=1C=C(C=CC1)C(CCC1=C(C=CC=C1)C(C)(C)O)SCC(C(=O)OCC)CC (Ethyl 3-((1-(3-((7-chloro-2-quinolinyl)methoxy)phenyl)-3-(2-(2-hydroxy-2-propyl)phenyl)propyl)thio)-2-ethylpropanoate). The yield is 64.0%. Procedure details: Starting from the diol of Example 5, Step 1, and using the procedure of Example 1, Method B, Step 7, but substituting the thiol of Step 2 for ethyl 2-(mercaptomethyl)butanoate, the title compound was prepared. Yield: 64%. Reaction SMILES: [Cl:1][C:2]1[CH:11]=[C:10]2[C:5]([CH:6]=[CH:7][C:8]([CH2:12][O:13][C:14]3[CH:15]=[C:16]([CH:20](O)[CH2:21][CH2:22][C:23]4[CH:28]=[CH:27][CH:26]=[CH:25][C:24]=4[C:29]([CH3:32])([CH3:31])[OH:30])[CH:17]=[CH:18][CH:19]=3)=[N:9]2)=[CH:4][CH:3]=1.[SH:34][CH2:35][CH:36]([CH2:42][CH3:43])[C:37]([O:39][CH2:40][CH3:41])=[O:38]>>[Cl:1][C:2]1[CH:11]=[C:10]2[C:5]([CH:6]=[CH:7][C:8]([CH2:12][O:13][C:14]3[CH:15]=[C:16]([CH:20]([S:34][CH2:35][CH:36]([CH2:42][CH3:43])[C:37]([O:39][CH2:40][CH3:41])=[O:38])[CH2:21][CH2:22][C:23]4[CH:28]=[CH:27][CH:26]=[CH:25][C:24]=4[C:29]([OH:30])([CH3:32])[CH3:31])[CH:17]=[CH:18][CH:19]=3)=[N:9]2)=[CH:4][CH:3]=1. Reactants: ClC1=CC=C2C=CC(=NC2=C1)COC=1C=C(C=CC1)C(CCC1=C(C=CC=C1)C(O)(C)C)O (2-(3-(3-((7-chloro-2-quinolinyl)methoxy)phenyl)-3-hydroxypropyl)-α,α-dimethylbenzenemethanol), SCC(C(=O)OCC)CC (ethyl 2-(mercaptomethyl)butanoate).